Task: describe an organic reaction: reactants, conditions, products, and yield. Dataset: the Open Reaction Database (ORD), a public repository of structured organic reaction records Starting materials: C1=CC=C(C=C1)CCC(=O)Cl (benzenepropanoyl chloride), Cl.CN1CCN(CC1)C1=NC(=NC(=C1)C1=CC=C2CCNCC2=C1)N (4-(4-methylpiperazin-1-yl)-6-(1,2,3,4-tetrahydroisoquinolin-7-yl)pyrimidin-2-amine HCl salt). Product: CN1CCN(CC1)C1=NC(=NC(=C1)C1=CC=C2CCN(CC2=C1)C(CCC1=CC=CC=C1)=O)N (4-(4-Methylpiperazin-1-yl)-6-[2-(3-phenylpropanoyl)-1,2,3,4-tetrahydroisoquinolin-7-yl]pyrimidin-2-amine). RXN SMILES: [CH:1]1[CH:6]=[CH:5][C:4]([CH2:7][CH2:8][C:9](Cl)=[O:10])=[CH:3][CH:2]=1.Cl.[CH3:13][N:14]1[CH2:19][CH2:18][N:17]([C:20]2[CH:25]=[C:24]([C:26]3[CH:35]=[C:34]4[C:29]([CH2:30][CH2:31][NH:32][CH2:33]4)=[CH:28][CH:27]=3)[N:23]=[C:22]([NH2:36])[N:21]=2)[CH2:16][CH2:15]1>>[CH3:13][N:14]1[CH2:15][CH2:16][N:17]([C:20]2[CH:25]=[C:24]([C:26]3[CH:35]=[C:34]4[C:29]([CH2:30][CH2:31][N:32]([C:9](=[O:10])[CH2:8][CH2:7][C:4]5[CH:5]=[CH:6][CH:1]=[CH:2][CH:3]=5)[CH2:33]4)=[CH:28][CH:27]=3)[N:23]=[C:22]([NH2:36])[N:21]=2)[CH2:18][CH2:19]1 |f:1.2|. Procedure details: This compound was prepared by using procedures analogous to those described for the synthesis of Example 2 starting from benzenepropanoyl chloride (Aldrich, Cat. #249440) and 4-(4-methylpiperazin-1-yl)-6-(1,2,3,4-tetrahydroisoquinolin-7-yl)pyrimidin-2-amine HCl salt. Analytic LCMS (M+H)+: m/z=457.2. The reactants are NC(NCCC[C@H](NC(C(C1=CC=CC=C1)C1=CC=CC=C1)=O)C(=O)NCC=1C=C2C=CNC2=CC1)=N[N+](=O)[O-] (N5 -[amino(nitroimino)methyl]-N2 -(diphenylacetyl)-N-[(1H-indol-5-yl)methyl]-ornithinamide), C(C)(=O)O (acetic acid). Reagents/catalysts: [Pd] (palladium black). Reaction SMILES: [NH2:1][C:2](=[N:37][N+:38]([O-])=O)[NH:3][CH2:4][CH2:5][CH2:6][C@@H:7]([C:24]([NH:26][CH2:27][C:28]1[CH:29]=[C:30]2[C:34](=[CH:35][CH:36]=1)[NH:33][CH:32]=[CH:31]2)=[O:25])[NH:8][C:9](=[O:23])[CH:10]([C:17]1[CH:22]=[CH:21][CH:20]=[CH:19][CH:18]=1)[C:11]1[CH:16]=[CH:15][CH:14]=[CH:13][CH:12]=1.[C:41]([OH:44])(=[O:43])[CH3:42]>[Pd]>[N:37]#[N:38].[C:17]1([CH:10]([C:11]2[CH:16]=[CH:15][CH:14]=[CH:13][CH:12]=2)[C:9]([NH:8][C@H:7]([C:24]([NH:26][CH2:27][C:28]2[CH:29]=[C:30]3[C:34](=[CH:35][CH:36]=2)[NH:33][CH:32]=[CH:31]3)=[O:25])[CH2:6][CH2:5][CH2:4][NH:3][C:2](=[NH:1])[NH2:37])=[O:23])[CH:18]=[CH:19][CH:20]=[CH:21][CH:22]=1.[C:41]([O-:44])(=[O:43])[CH3:42] |f:3.4.5|. Yield: 54.0%. Procedure details: Prepared analogously to Example 1c) from N5 -[amino(nitroimino)methyl]-N2 -(diphenylacetyl)-N-[(1H-indol-5-yl)methyl]-ornithinamide by catalytic hydrogenation in the presence of palladium black and 80% aqueous acetic acid in a yield of 54% of theory. The product is N#N.C1(=CC=CC=C1)C(C(=O)N[C@@H](CCCNC(N)=N)C(=O)NCC=1C=C2C=CNC2=CC1)C1=CC=CC=C1.C(C)(=O)[O-] (N2 (Diphenylacetyl)-N-[(1H-indol-5-yl) methyl]-argininamide acetate). Starting materials: C([O-])([O-])=O.[K+].[K+] (potassium carbonate), C(CCCCCCCCCCC)N (n-dodecylamine), C1=C(C=CC2=CC=CC=C12)OCCCCl (3-(2-naphthyloxy)-1-chloropropane). Solvent: CS(=O)C (DMSO), O (water). Conditions: temperature 140 celsius. The product is C(CCCCCCCCCCC)NCCCOC1=CC2=CC=CC=C2C=C1 (N-(n-dodecyl)-(3-(naphthalen-2-yloxy)-propyl)amine). Reaction SMILES: C(=O)([O-])[O-].[K+].[K+].[CH2:7]([NH2:19])[CH2:8][CH2:9][CH2:10][CH2:11][CH2:12][CH2:13][CH2:14][CH2:15][CH2:16][CH2:17][CH3:18].[CH:20]1[C:29]2[C:24](=[CH:25][CH:26]=[CH:27][CH:28]=2)[CH:23]=[CH:22][C:21]=1[O:30][CH2:31][CH2:32][CH2:33]Cl>CS(C)=O.O>[CH2:7]([NH:19][CH2:33][CH2:32][CH2:31][O:30][C:21]1[CH:22]=[CH:23][C:24]2[C:29](=[CH:28][CH:27]=[CH:26][CH:25]=2)[CH:20]=1)[CH2:8][CH2:9][CH2:10][CH2:11][CH2:12][CH2:13][CH2:14][CH2:15][CH2:16][CH2:17][CH3:18] |f:0.1.2|. Procedure details: A mixture of anhydrous potassium carbonate (10 gm, in excess) and n-dodecylamine (0.51 ml, 0.003 mole) was taken in dry DMSO (40 ml). Now 3-(2-naphthyloxy)-1-chloropropane (0.5 gm, 0.002 mole) was added in it. Reaction mixture was refluxed at 140° C. for 7 hrs and the reaction was completed as checked by TLC. Reaction mixture was poured in distilled water (60 ml) and extracted with ethyl acetate thrice. The organic layer was separated and concentrated to get oily compound which was later crystal... Starting materials: FC1(OC2=C(O1)C=CC(=C2)C2(CC2)C(=O)NC=2N=C(C1=CC=CC=C1C2)C2=CC=CC=C2)F (1-(2,2-difluorobenzo[d][1,3]dioxol-5-yl)-N-(1-phenylisoquinolin-3-yl)cyclopropanecarboxamide), BrC1=NC(=CC2=CC=CC=C12)NC(=O)C1(CC1)C1=CC2=C(OC(O2)(F)F)C=C1 (N-(1-bromoisoquinolin-3-yl)-1-(2,2-difluorobenzo[d][1,3]dioxol-5-yl)cyclopropanecarboxamide), CC=1NC2=CC=C(C=C2C1)B(O)O (2-methyl-1H-indol-5-ylboronic acid). Product: FC1(OC2=C(O1)C=CC(=C2)C2(CC2)C(=O)NC=2N=C(C1=CC=CC=C1C2)C=2C=C1C=C(NC1=CC2)C)F (1-(2,2-difluorobenzo[d][1,3]dioxol-5-yl)-N-(1-(2-methyl-1H-indol-5-yl)isoquinolin-3-yl)cyclopropanecarboxamide). Reaction SMILES: [F:1][C:2]1([F:33])[O:6][C:5]2[CH:7]=[CH:8][C:9]([C:11]3([C:14]([NH:16][C:17]4[N:18]=[C:19]([C:27]5[CH:32]=[CH:31][CH:30]=[CH:29][CH:28]=5)[C:20]5[C:25]([CH:26]=4)=[CH:24][CH:23]=[CH:22][CH:21]=5)=[O:15])[CH2:13][CH2:12]3)=[CH:10][C:4]=2[O:3]1.BrC1C2C(=CC=CC=2)C=C(NC(C2(C3C=CC4OC(F)(F)OC=4C=3)CC2)=O)N=1.[CH3:62][C:63]1[NH:64]C2C([CH:71]=1)=CC(B(O)O)=CC=2>>[F:33][C:2]1([F:1])[O:6][C:5]2[CH:7]=[CH:8][C:9]([C:11]3([C:14]([NH:16][C:17]4[N:18]=[C:19]([C:27]5[CH:28]=[C:29]6[C:30](=[CH:31][CH:32]=5)[NH:64][C:63]([CH3:71])=[CH:62]6)[C:20]5[C:25]([CH:26]=4)=[CH:24][CH:23]=[CH:22][CH:21]=5)=[O:15])[CH2:13][CH2:12]3)=[CH:10][C:4]=2[O:3]1. Reported procedure: 1-(2,2-difluorobenzo[d][1,3]dioxol-5-yl)-N-(1-phenylisoquinolin-3-yl)cyclopropanecarboxamide was made by the procedure shown above starting from N-(1-bromoisoquinolin-3-yl)-1-(2,2-difluorobenzo[d][1,3]dioxol-5-yl)cyclopropanecarboxamide and 2-methyl-1H-indol-5-ylboronic acid. Reactants: [Li]CCCC, CCCC[Sn](Cl)(CCCC)CCCC, Fc1ccc(-c2cn3c(n2)CCC3)cc1, C1CCOC1. The product is CCCC[Sn](CCCC)(CCCC)c1c(-c2ccc(F)cc2)nc2n1CCC2. RXN SMILES: [CH2:16]([Li:17])[CH2:18][CH2:19][CH3:20].[CH2:21]([CH2:22][CH2:23][CH3:24])[Sn:25]([CH2:26][CH2:27][CH2:28][CH3:29])([CH2:30][CH2:31][CH2:32][CH3:33])[Cl:34].[F:1][c:2]1[cH:3][cH:4][c:5](-[c:8]2[n:9][c:10]3[n:11]([cH:12]2)[CH2:13][CH2:14][CH2:15]3)[cH:6][cH:7]1.[O:35]1[CH2:36][CH2:37][CH2:38][CH2:39]1>>[F:1][c:2]1[cH:3][cH:4][c:5](-[c:8]2[n:9][c:10]3[n:11]([c:12]2[Sn:25]([CH2:21][CH2:22][CH2:23][CH3:24])([CH2:26][CH2:27][CH2:28][CH3:29])[CH2:30][CH2:31][CH2:32][CH3:33])[CH2:13][CH2:14][CH2:15]3)[cH:6][cH:7]1. Starting materials: NC1=NS(N=C1NCCSCC=1OC(=CC1)CN(C)C)=O (3-amino-4-{2-[(5-dimethylaminomethyl-2-furyl)methylthio]ethylamino}-1,2,5-thiadiazole 1-oxide), Cl (HCl). Run in CO (methanol). Run at time 2.5 hour. The product is O.Cl.Cl.Cl.CN(C)CC1=CC=C(O1)CSCCNC(C(N)=N)=N (N-{2-[(5-Dimethylaminomethyl-2-furyl)methylthio]ethyl}ethanediimidamide trihydrochloride hydrate). Isolated yield 52.0%. Reaction SMILES: [NH2:1][C:2]1[C:6]([NH:7][CH2:8][CH2:9][S:10][CH2:11][C:12]2[O:13][C:14]([CH2:17][N:18]([CH3:20])[CH3:19])=[CH:15][CH:16]=2)=[N:5]S(=O)[N:3]=1.[ClH:22]>CO>[OH2:13].[ClH:22].[ClH:22].[ClH:22].[CH3:20][N:18]([CH2:17][C:14]1[O:13][C:12]([CH2:11][S:10][CH2:9][CH2:8][NH:7][C:6](=[NH:5])[C:2](=[NH:1])[NH2:3])=[CH:16][CH:15]=1)[CH3:19] |f:3.4.5.6.7|. Procedure details: A suspension of 3-amino-4-{2-[(5-dimethylaminomethyl-2-furyl)methylthio]ethylamino}-1,2,5-thiadiazole 1-oxide (6.59 g; 20.0 mmoles) [prepared according to published United Kingdom Patent Application No. 2,067,987] in 200 mL of methanol was warmed slightly to achieve complete solution, then treated with 13.3 mL of concentrated HCl. After stirring at ambient temperature for 2.5 hours, the solution was concentrated and the residue was triturated with 70 mL of absolute ethanol. The crystals were col...